From a dataset of the Open Reaction Database (ORD), a public repository of structured organic reaction records. describe an organic reaction: reactants, conditions, products, and yield Starting materials: Cc1cccc(C)c1N, Cc1cc(C)n2nc(S(=O)(=O)Cl)nc2n1, CN(C)c1ccncc1, ClCCl, c1ccncc1. Yields the product Cc1cc(C)n2nc(S(=O)(=O)Nc3c(C)cccc3C)nc2n1. Reaction SMILES: [CH3:16][c:17]1[cH:18][cH:19][cH:20][c:21]([CH3:22])[c:23]1[NH2:24].[CH3:1][c:2]1[n:3][c:4]2[n:5]([c:6]([CH3:8])[cH:7]1)[n:9][c:10]([S:12](=[O:13])(=[O:14])[Cl:15])[n:11]2.[CH3:31][N:32]([c:33]1[cH:34][cH:35][n:36][cH:37][cH:38]1)[CH3:39].[Cl:40][CH2:41][Cl:42].[cH:25]1[cH:26][cH:27][n:28][cH:29][cH:30]1>>[CH3:1][c:2]1[n:3][c:4]2[n:5]([c:6]([CH3:8])[cH:7]1)[n:9][c:10]([S:12](=[O:13])(=[O:14])[NH:24][c:23]1[c:17]([CH3:16])[cH:18][cH:19][cH:20][c:21]1[CH3:22])[n:11]2. Reactants: O=C1CCC(=O)N1Br, ClC(Cl)(Cl)Cl, Cc1c(C(F)(F)F)nn(-c2ccc(S(N)(=O)=O)cc2)c1-c1ccccc1, c1ccccc1. Product: NS(=O)(=O)c1ccc(-n2nc(C(F)(F)F)c(CBr)c2-c2ccccc2)cc1. Reaction SMILES: [Br:27][N:28]1[C:29](=[O:30])[CH2:31][CH2:32][C:33]1=[O:34].[C:35]([Cl:36])([Cl:37])([Cl:38])[Cl:39].[CH3:1][c:2]1[c:3]([C:23]([F:24])([F:25])[F:26])[n:4][n:5](-[c:13]2[cH:14][cH:15][c:16]([S:19](=[O:20])(=[O:21])[NH2:22])[cH:17][cH:18]2)[c:6]1-[c:7]1[cH:8][cH:9][cH:10][cH:11][cH:12]1.[cH:40]1[cH:41][cH:42][cH:43][cH:44][cH:45]1>>[CH2:1]([c:2]1[c:3]([C:23]([F:24])([F:25])[F:26])[n:4][n:5](-[c:13]2[cH:14][cH:15][c:16]([S:19](=[O:20])(=[O:21])[NH2:22])[cH:17][cH:18]2)[c:6]1-[c:7]1[cH:8][cH:9][cH:10][cH:11][cH:12]1)[Br:27].